This data is from the Open Reaction Database (ORD), a public repository of structured organic reaction records. The task is: describe an organic reaction: reactants, conditions, products, and yield The reactants are O=C([O-])[O-], COc1ccc(CCNc2cc(Cl)nc(OC)n2)cc1, [Cs+], [Cs+], OB(O)c1ccc(N2CCOCC2)cc1, c1ccc(P(c2ccccc2)(c2ccccc2)[Pd](P(c2ccccc2)(c2ccccc2)c2ccccc2)(P(c2ccccc2)(c2ccccc2)c2ccccc2)P(c2ccccc2)(c2ccccc2)c2ccccc2)cc1. The product is COc1ccc(CCNc2cc(-c3ccc(N4CCOCC4)cc3)nc(OC)n2)cc1. RXN SMILES: [C:36](=[O:37])([O-:38])[O-:39].[Cl:1][c:2]1[cH:3][c:4]([NH:10][CH2:11][CH2:12][c:13]2[cH:14][cH:15][c:16]([O:19][CH3:20])[cH:17][cH:18]2)[n:5][c:6]([O:8][CH3:9])[n:7]1.[Cs+:40].[Cs+:41].[O:21]1[CH2:22][CH2:23][N:24]([c:27]2[cH:28][cH:29][c:30]([B:33]([OH:34])[OH:35])[cH:31][cH:32]2)[CH2:25][CH2:26]1.[cH:42]1[cH:43][cH:44][c:45]([P:46]([Pd:47]([P:48]([c:49]2[cH:50][cH:51][cH:52][cH:53][cH:54]2)([c:55]2[cH:56][cH:57][cH:58][cH:59][cH:60]2)[c:61]2[cH:62][cH:63][cH:64][cH:65][cH:66]2)([P:67]([c:68]2[cH:69][cH:70][cH:71][cH:72][cH:73]2)([c:74]2[cH:75][cH:76][cH:77][cH:78][cH:79]2)[c:80]2[cH:81][cH:82][cH:83][cH:84][cH:85]2)[P:86]([c:87]2[cH:88][cH:89][cH:90][cH:91][cH:92]2)([c:93]2[cH:94][cH:95][cH:96][cH:97][cH:98]2)[c:99]2[cH:100][cH:101][cH:102][cH:103][cH:104]2)([c:105]2[cH:106][cH:107][cH:108][cH:109][cH:110]2)[c:111]2[cH:112][cH:113][cH:114][cH:115][cH:116]2)[cH:117][cH:118]1>>[c:2]1(-[c:30]2[cH:29][cH:28][c:27]([N:24]3[CH2:23][CH2:22][O:21][CH2:26][CH2:25]3)[cH:32][cH:31]2)[cH:3][c:4]([NH:10][CH2:11][CH2:12][c:13]2[cH:14][cH:15][c:16]([O:19][CH3:20])[cH:17][cH:18]2)[n:5][c:6]([O:8][CH3:9])[n:7]1.